Dataset: the Open Reaction Database (ORD), a public repository of structured organic reaction records. Task: describe an organic reaction: reactants, conditions, products, and yield Starting materials: CC(C)=CCCC(=O)C=CC1CC2OCCOC2C1CCCCCCC(=O)O, CCOC(C)=O. Yields the product CC(C)=CCCC(=O)CCC1CC2OCCOC2C1CCCCCCC(=O)O. RXN SMILES: [CH2:1]1[O:2][CH:3]2[CH:4]([CH2:5][CH2:6][CH2:7][CH2:8][CH2:9][CH2:10][C:11](=[O:12])[OH:13])[CH:14]([CH:19]=[CH:20][C:21]([CH2:22][CH2:23][CH:24]=[C:25]([CH3:26])[CH3:27])=[O:28])[CH2:15][CH:16]2[O:17][CH2:18]1.[CH3:29][CH2:30][O:31][C:32](=[O:33])[CH3:34]>>[CH2:1]1[O:2][CH:3]2[CH:4]([CH2:5][CH2:6][CH2:7][CH2:8][CH2:9][CH2:10][C:11](=[O:12])[OH:13])[CH:14]([CH2:19][CH2:20][C:21]([CH2:22][CH2:23][CH:24]=[C:25]([CH3:26])[CH3:27])=[O:28])[CH2:15][CH:16]2[O:17][CH2:18]1. Reactants: NC1=C(C(=O)OCCOC)C=CC=C1C (2-methoxyethyl 2-amino-3-methylbenzoate), Br (hydrogen bromide), OO (hydrogen peroxide). Product: NC1=C(C(=O)OCCOC)C=C(C=C1C)Br (2-methoxyethyl 2-amino-5-bromo-3-methylbenzoate). The yield is 88.3%. Reaction SMILES: [NH2:1][C:2]1[C:14]([CH3:15])=[CH:13][CH:12]=[CH:11][C:3]=1[C:4]([O:6][CH2:7][CH2:8][O:9][CH3:10])=[O:5].[BrH:16].OO>>[NH2:1][C:2]1[C:14]([CH3:15])=[CH:13][C:12]([Br:16])=[CH:11][C:3]=1[C:4]([O:6][CH2:7][CH2:8][O:9][CH3:10])=[O:5]. Reported procedure: The above-described method (Example 1) was repeated to react 2-methoxyethyl 2-amino-3-methylbenzoate (7.00 g, 33.4 mmol) with hydrogen bromide (5.92 g, 35.1 mmol, 48% in water) and hydrogen peroxide (4.17 g, 36.7 mmol, 30% in water) and, following working up similar to Example 1, 2-methoxyethyl 2-amino-5-bromo-3-methylbenzoate (8.50 g, 80.7% of theory, 91.5 area % LC) was obtained as a brown solid. Yields the product COC=1C=C(C=CC1OC)C(C(C(C(O)C1=CC(=C(C=C1)OC)OC)C)C)O (1,4-BIS(3,4-DIMETHOXYPHENYL),2,3-DIMETHYL BUTANE-1,4-DIOL). Reactants: [H-].[Al+3].[Li+].[H-].[H-].[H-] (lithium aluminum hydride), S(=O)(=O)([O-])[O-].[Na+].[Na+] (sodium sulfate), diketone, COC=1C=C(C=CC1OC)C(C(C(C(=O)C1=CC(=C(C=C1)OC)OC)C)C)=O (1,4-bis(3,4-dimethoxyphenyl),2,3-dimethyl butane-1,4-dione), carbonyl. Procedure details: To 1 g of lithium aluminum hydride suspended in 100 ml of tetrahydrofuran and cooled to ice temperatures under dry nitrogen was added 3.86 g of the starting diketone, 1,4-bis(3,4-dimethoxyphenyl),2,3-dimethyl butane-1,4-dione, in 30 ml of dry THF. The mixture was allowed to slowly come to room temperature while stirring and finally refluxed for 1 hour and then allowed to stand overnight. One ml of saturated sodium sulfate solution was added dropwise and stirring continued for several hours. Filt... RXN SMILES: [H-].[Al+3].[Li+].[H-].[H-].[H-].[CH3:7][O:8][C:9]1[CH:10]=[C:11]([C:17](=[O:34])[CH:18]([CH3:33])[CH:19]([CH3:32])[C:20]([C:22]2[CH:27]=[CH:26][C:25]([O:28][CH3:29])=[C:24]([O:30][CH3:31])[CH:23]=2)=[O:21])[CH:12]=[CH:13][C:14]=1[O:15][CH3:16].S([O-])([O-])(=O)=O.[Na+].[Na+]>O1CCCC1>[CH3:31][O:30][C:24]1[CH:23]=[C:22]([CH:20]([OH:21])[CH:19]([CH3:32])[CH:18]([CH3:33])[CH:17]([C:11]2[CH:12]=[CH:13][C:14]([O:15][CH3:16])=[C:9]([O:8][CH3:7])[CH:10]=2)[OH:34])[CH:27]=[CH:26][C:25]=1[O:28][CH3:29] |f:0.1.2.3.4.5,7.8.9|. The solvent is C1CCOC1 (THF), O1CCCC1 (tetrahydrofuran). Run at time 8 hour. Starting materials: Nc1cccc(Br)c1, Nc1cccc(Br)c1, CC(C)O, O=[N+]([O-])c1cccc2c1sc1c(Cl)ncnc12, Cl. Product: O=[N+]([O-])c1cccc2c1sc1c(Nc3cccc(Br)c3)ncnc12. Reaction SMILES: [Br:18][c:19]1[cH:20][c:21]([NH2:22])[cH:23][cH:24][cH:25]1.[Br:27][c:28]1[cH:29][c:30]([NH2:34])[cH:31][cH:32][cH:33]1.[CH:35]([OH:36])([CH3:37])[CH3:38].[Cl:1][c:2]1[n:3][cH:4][n:5][c:6]2[c:7]1[s:8][c:9]1[c:10]2[cH:11][cH:12][cH:13][c:14]1[N+:15](=[O:16])[O-:17].[ClH:26]>>[c:2]1([NH:22][c:21]2[cH:20][c:19]([Br:18])[cH:25][cH:24][cH:23]2)[n:3][cH:4][n:5][c:6]2[c:7]1[s:8][c:9]1[c:10]2[cH:11][cH:12][cH:13][c:14]1[N+:15](=[O:16])[O-:17].